This data is from the Open Reaction Database (ORD), a public repository of structured organic reaction records. The task is: describe an organic reaction: reactants, conditions, products, and yield The reactants are O=C(O)c1ccncc1C(F)(F)F, O=S(Cl)Cl. Yields the product [Cl-], O=C(O)c1ccncc1C(F)(F)F. As a reaction SMILES: [F:1][C:2]([c:3]1[c:4]([C:5](=[O:6])[OH:7])[cH:8][cH:9][n:10][cH:11]1)([F:12])[F:13].[S:14]([Cl:15])([Cl:16])=[O:17]>>[Cl-:16].[F:1][C:2]([c:3]1[c:4]([C:5](=[O:6])[OH:7])[cH:8][cH:9][n:10][cH:11]1)([F:12])[F:13]. Starting materials: alcohol, ClC(=C[C@H]1C([C@H]1C(=O)Cl)(C)C)Cl ((+)-cis-3-(2,2-dichloroethenyl)-2,2-dimethyl-cyclopropanecarbonyl chloride), C1(=CC=CC=C1)C1=C2CC(CC2=CC=C1)O ((+)-4-phenyl-2-indanol), N1=CC=CC=C1 (pyridine). The solvent is C1(=CC=CC=C1)C (toluene). The product is ClC(=C[C@H]1C([C@H]1C(=O)OC1CC2=CC=CC(=C2C1)C1=CC=CC=C1)(C)C)Cl ((+)-4-phenyl-2-indanyl (+)-cis-3-(2,2-dichloroethenyl)-2,2-dimethylcyclopropanecarboxylate). Isolated yield 65.5%. RXN SMILES: [Cl:1][C:2]([Cl:12])=[CH:3][C@@H:4]1[C@H:6]([C:7](Cl)=[O:8])[C:5]1([CH3:11])[CH3:10].[C:13]1([C:19]2[CH:27]=[CH:26][CH:25]=[C:24]3[C:20]=2[CH2:21][CH:22]([OH:28])[CH2:23]3)[CH:18]=[CH:17][CH:16]=[CH:15][CH:14]=1.N1C=CC=CC=1>C1(C)C=CC=CC=1>[Cl:1][C:2]([Cl:12])=[CH:3][C@@H:4]1[C@H:6]([C:7]([O:28][CH:22]2[CH2:21][C:20]3[C:24](=[CH:25][CH:26]=[CH:27][C:19]=3[C:13]3[CH:18]=[CH:17][CH:16]=[CH:15][CH:14]=3)[CH2:23]2)=[O:8])[C:5]1([CH3:11])[CH3:10]. Reported procedure: In a manner similar to Example 12A, the reaction of 1.54 g (0.007 mole) of (+)-cis-3-(2,2-dichloroethenyl)-2,2-dimethyl-cyclopropanecarbonyl chloride and 1.5 g (0.007 mole) of (+)-4-phenyl-2-indanol (EE≥95%) in the presence of 0.7 g (0.009 mole) of pyridine and 20 ml of toluene gave 1.84 g of (+)-4-phenyl-2-indanyl (+)-cis-3-(2,2-dichloroethenyl)-2,2-dimethylcyclopropanecarboxylate as an oil, EE≥95% (alcohol moiety). The nmr spectrum was consistent with the proposed structure. The reactants are C1(=CC=CC=C1)C1=NN=NN1 (5-Phenyltetrazole), ClC(C1=NC(=NC(=N1)C(Cl)(Cl)Cl)C1=CC=C(C(=O)Cl)C=C1)(Cl)Cl (4-(4,6-bis-trichloromethyl-s-triazin-2-yl)benzoyl chloride), ice water. Solvent: N1=CC=CC=C1 (pyridine). Reaction conditions: time 1 hour. Product: ClC(C1=NC(=NC(=N1)C(Cl)(Cl)Cl)C1=CC=C(C=C1)C=1OC(=NN1)C1=CC=CC=C1)(Cl)Cl (2-[4-(4,6-bis-trichloromethyl-s-triazin-2-yl)phenyl]-5-phenyl-1,3,4-oxadiazole). RXN SMILES: [C:1]1([C:7]2NN=[N:9][N:8]=2)[CH:6]=[CH:5][CH:4]=[CH:3][CH:2]=1.[Cl:12][C:13]([Cl:34])([Cl:33])[C:14]1[N:19]=[C:18]([C:20]([Cl:23])([Cl:22])[Cl:21])[N:17]=[C:16]([C:24]2[CH:32]=[CH:31][C:27]([C:28](Cl)=[O:29])=[CH:26][CH:25]=2)[N:15]=1>N1C=CC=CC=1>[Cl:23][C:20]([Cl:21])([Cl:22])[C:18]1[N:19]=[C:14]([C:13]([Cl:34])([Cl:12])[Cl:33])[N:15]=[C:16]([C:24]2[CH:25]=[CH:26][C:27]([C:28]3[O:29][C:7]([C:1]4[CH:6]=[CH:5][CH:4]=[CH:3][CH:2]=4)=[N:8][N:9]=3)=[CH:31][CH:32]=2)[N:17]=1. Procedure: 5-Phenyltetrazole (5 pbw) and 4-(4,6-bis-trichloromethyl-s-triazin-2-yl)benzoyl chloride (15.5 pbw) are dissolved in 125 pbv of pyridine and slowly heated to reflux. At about 80° C. nitrogen evolution commences, which comes to an end after about 1 hour. After cooling, the mixture is poured into 500 pbv of ice water, the precipitate that deposits is removed by filtration and is, after drying, recrystallized from 2-methoxy-ethanol.